This data is from the Open Reaction Database (ORD), a public repository of structured organic reaction records. The task is: describe an organic reaction: reactants, conditions, products, and yield Reactants: Br (hydrobromic acid), C1(=CC=CC=C1)OC(=O)Cl (phenylchloroformate), NC(=O)OCC (urethane), [OH-].[K+] (potassium hydroxide), N1CCCC=C1 (tetrahydropyridine), C1CC2CCN(C(C1)C2)C3=CC=CC=C3 (phenylmorphan), 9β-methyl. Run in C(C)(=O)O (acetic acid). The product is N-phenethyl, COC=1C=C(C=CC1)C12CCN(CC2(CC2=C(C1)C=CC=C2)C)C ((±)-1,2,3,4,4a,5,10,10a-octahydro4a-(3-methoxyphenyl)-2,10a-dimethylbenzo-[g]isoquinoline). As a reaction SMILES: [CH2:1]1[CH2:8][CH:7]2[CH2:9][CH:3]([CH2:4][CH2:5][N:6]2[C:10]2C=CC=CC=2)[CH2:2]1.N1[CH:21]=[CH:20][CH2:19][CH2:18][CH2:17]1.[C:22]1([O:28][C:29](Cl)=O)[CH:27]=[CH:26][CH:25]=[CH:24][CH:23]=1.N[C:33](OCC)=O.[OH-].[K+].Br>C(O)(=O)C>[CH3:29][O:28][C:22]1[CH:27]=[C:26]([C:3]23[CH2:2][C:1]4[CH:8]=[CH:21][CH:20]=[CH:19][C:18]=4[CH2:17][C:4]2([CH3:33])[CH2:5][N:6]([CH3:10])[CH2:7][CH2:9]3)[CH:25]=[CH:24][CH:23]=1 |f:4.5|. Reported procedure: The synthesis of the N-methyl- and N-phenethyl-9β-methyl-5-(3-hydroxyphenyl)-morphans (5b and 5c, respectively) was achieved as illustrated in FIG. 13. Treatment of 1,2,6-trihydro-1,3-dimethyl-4-(3-methoxy)pyridine (6) with sec-butyl lithium followed by quenching with allyl bromide provided the enamine adduct (7) which was cyclized without isolation to give 2,9-dimethyl-5-(3-methoxyphenyl)-2-azabicyclo[3.3.1]non-3-ene (8a,b) in a 3:1 9β- to 9α-methyl ratio, using hydrochloric acid in tetrahydrof... The reactants are COC1=C(C=NN1C1=NC=C(C=C1)C(NCC1CCOCC1)=O)C(=O)O (5-methoxy-1-(5-(((tetrahydro-2H-pyran-4-yl)methyl)carbamoyl)pyridin-2-yl)-1H-pyrazole-4-carboxylic acid), C([O-])(O)=O.[Na+] (sodium bicarbonate), BrN1C(CCC1=O)=O (1-bromopyrrolidine-2,5-dione). The solvent is CN(C)C=O (DMF), O (water). Reaction conditions: temperature 23 celsius, time 30 minute. Product: BrC=1C=NN(C1OC)C1=NC=C(C(=O)NCC2CCOCC2)C=C1 (6-(4-bromo-5-methoxy-1H-pyrazol-1-yl)-N-((tetrahydro-2H-pyran-4-yl)methyl)nicotinamide). Isolated yield 83.6%. RXN SMILES: [CH3:1][O:2][C:3]1[N:7]([C:8]2[CH:13]=[CH:12][C:11]([C:14](=[O:23])[NH:15][CH2:16][CH:17]3[CH2:22][CH2:21][O:20][CH2:19][CH2:18]3)=[CH:10][N:9]=2)[N:6]=[CH:5][C:4]=1C(O)=O.C(=O)(O)[O-].[Na+].[Br:32]N1C(=O)CCC1=O>CN(C=O)C.O>[Br:32][C:4]1[CH:5]=[N:6][N:7]([C:8]2[CH:13]=[CH:12][C:11]([C:14]([NH:15][CH2:16][CH:17]3[CH2:22][CH2:21][O:20][CH2:19][CH2:18]3)=[O:23])=[CH:10][N:9]=2)[C:3]=1[O:2][CH3:1] |f:1.2|. Reported procedure: Combined 5-methoxy-1-(5-(((tetrahydro-2H-pyran-4-yl)methyl)carbamoyl)pyridin-2-yl)-1H-pyrazole-4-carboxylic acid (329.5 mg, 0.914 mmol) and sodium bicarbonate (307 mg, 3.66 mmol) in DMF (3 mL) then added 1-bromopyrrolidine-2,5-dione (163 mg, 0.914 mmol) at 23° C. The reaction mixture was stirred at 23° C. for 30 minutes and then diluted with water (15 mL) to give a suspension. The suspension was filtered, rinsed with water (3×5 mL), and dried in vacuo to give the title compound (302 mg, 84% yiel... The reactants are CC1=C(C=C(S1)CCS(=O)(=O)[O-])[N+](=O)[O-] ((5-methyl-4-nitro-2-thienyl)methylmethane sulphonate), FC(C1=NNC(=N1)C(F)(F)F)(F)F (3,5-bis(trifluoromethyl)-1H-1,2,4-triazole), C([O-])([O-])=O.[K+].[K+] (potassium carbonate), C1COCCOCCOCCOCCOCCO1 (18-crown-6). Run in C(C)#N (acetonitrile). Product: CC1=C(C=C(S1)CO)[N+](=O)[O-] ((5-methyl-4-nitro-2-thienyl)methanol). RXN SMILES: [CH3:1][C:2]1[S:6][C:5]([CH2:7]CS([O-])(=O)=O)=[CH:4][C:3]=1[N+:13]([O-:15])=[O:14].FC(F)(F)C1N=C(C(F)(F)F)NN=1.C(=O)([O-])[O-:30].[K+].[K+].C1OCCOCCOCCOCCOCCOC1>C(#N)C>[CH3:1][C:2]1[S:6][C:5]([CH2:7][OH:30])=[CH:4][C:3]=1[N+:13]([O-:15])=[O:14] |f:2.3.4|. Procedure details: 1.0 g (3.98 mmol) (5-methyl-4-nitro-2-thienyl)methylmethane sulphonate, 0.82 g (3.98 mmol) 3,5-bis(trifluoromethyl)-1H-1,2,4-triazole, 0.93 g (5.97 mmol) potassium carbonate and 0.11 g (0.398 mmol) 18-crown-6 are heated under reflux in acetonitrile for 2 h. The cooled reaction mixture is evaporated, the residue taken up in 20 ml water and extracted three times with ethyl acetate. The combined organic phases are washed with saturated sodium chloride solution, dried over sodium sulphate and the so... The reactants are O=C([O-])[O-], COC(=O)c1ccc(O)c(Cl)c1, CC(C)I, [K+], [K+], CN(C)C=O. Product: COC(=O)c1ccc(OC(C)C)c(Cl)c1. RXN SMILES: [C:13](=[O:14])([O-:15])[O-:16].[Cl:1][c:2]1[cH:3][c:4]([C:5](=[O:6])[O:7][CH3:8])[cH:9][cH:10][c:11]1[OH:12].[I:19][CH:20]([CH3:21])[CH3:22].[K+:17].[K+:18].[O:23]=[CH:24][N:25]([CH3:26])[CH3:27]>>[Cl:1][c:2]1[cH:3][c:4]([C:5](=[O:6])[O:7][CH3:8])[cH:9][cH:10][c:11]1[O:12][CH:20]([CH3:21])[CH3:22]. The reactants are ClC1=C(C=CC=C1)NC(=O)C=1C(=CSC1)NC(C)=O (3-acetamidothiophene-4carboxylic acid 2-chlorophenylamide), C1(=CC=CC=C1)C (toluene), P(=O)(Cl)(Cl)Cl (phosphorous oxychloride). Solvent: O (water). Product: CC=1N(C(C=2C(N1)=CSC2)=O)C2=C(C=CC=C2)Cl (2-methyl-3-(2-chloro-phenyl)-3H-thieno[3,4-d]pyrimidin-4-one). As a reaction SMILES: [Cl:1][C:2]1[CH:7]=[CH:6][CH:5]=[CH:4][C:3]=1[NH:8][C:9]([C:11]1[C:12]([NH:16][C:17](=O)[CH3:18])=[CH:13][S:14][CH:15]=1)=[O:10].C1(C)C=CC=CC=1.P(Cl)(Cl)(Cl)=O>O>[CH3:18][C:17]1[N:8]([C:3]2[CH:4]=[CH:5][CH:6]=[CH:7][C:2]=2[Cl:1])[C:9](=[O:10])[C:11]2[C:12](=[CH:13][S:14][CH:15]=2)[N:16]=1. Reported procedure: A mixture of 3-acetamidothiophene-4carboxylic acid 2-chlorophenylamide (0.36 g, 1.23 mmol), toluene (15 mL), and phosphorous oxychloride (0.35 mL, 3.7 mmol) was refluxed 8 hours with azeotropic removal of water (Dean-Stark apparatus). The reaction was cooled and partitioned between ethyl acetate and water. The phases were separated and the aqueous layer was extracted with ethyl acetate. The combined organic layer was washed with water and brine, dried over sodium sulfate, and concentrated. The r... Starting materials: [BH4-], ClCCl, CCOC(=O)COc1ccc(C(=O)c2ccc(O)cc2)c(Cl)c1Cl, [Na+], O, O=C(O)C(F)(F)F. The product is CCOC(=O)COc1ccc(Cc2ccc(O)cc2)c(Cl)c1Cl. RXN SMILES: [BH4-:8].[CH2:34]([Cl:35])[Cl:36].[Cl:10][c:11]1[c:12]([O:13][CH2:14][C:15](=[O:16])[O:17][CH2:18][CH3:19])[cH:20][cH:21][c:22]([C:25]([c:26]2[cH:27][cH:28][c:29]([OH:32])[cH:30][cH:31]2)=[O:33])[c:23]1[Cl:24].[Na+:9].[OH2:37].[OH:1][C:2]([C:3]([F:4])([F:5])[F:6])=[O:7]>>[Cl:10][c:11]1[c:12]([O:13][CH2:14][C:15](=[O:16])[O:17][CH2:18][CH3:19])[cH:20][cH:21][c:22]([CH2:25][c:26]2[cH:27][cH:28][c:29]([OH:32])[cH:30][cH:31]2)[c:23]1[Cl:24]. Reactants: CC(C)(C)C(=O)Cl, CC(=O)NCCCC(C)N(c1cc(Cl)ccc1Cl)S(=O)(=O)c1ccc(Cl)cc1. The product is CC(CCCNC(=O)C(C)(C)C)N(c1cc(Cl)ccc1Cl)S(=O)(=O)c1ccc(Cl)cc1. RXN SMILES: [C:29]([C:30]([CH3:31])([CH3:32])[CH3:33])(=[O:34])[Cl:35].[Cl:1][c:2]1[cH:3][cH:4][c:5]([S:8](=[O:9])(=[O:10])[N:11]([CH:12]([CH2:13][CH2:14][CH2:15][NH:16][C:17](=[O:18])[CH3:19])[CH3:20])[c:21]2[c:22]([Cl:28])[cH:23][cH:24][c:25]([Cl:27])[cH:26]2)[cH:6][cH:7]1>>[Cl:1][c:2]1[cH:3][cH:4][c:5]([S:8](=[O:9])(=[O:10])[N:11]([CH:12]([CH2:13][CH2:14][CH2:15][NH:16][C:29]([C:30]([CH3:31])([CH3:32])[CH3:33])=[O:34])[CH3:20])[c:21]2[c:22]([Cl:28])[cH:23][cH:24][c:25]([Cl:27])[cH:26]2)[cH:6][cH:7]1.